From a dataset of the Open Reaction Database (ORD), a public repository of structured organic reaction records. describe an organic reaction: reactants, conditions, products, and yield Starting materials: O=C([O-])[O-], C=CC#N, CC#N, Cl, [K+], [K+], OC1CCNC1, O. Yields the product N#CCCN1CCC(O)C1. As a reaction SMILES: [C:8](=[O:9])([O-:10])[O-:11].[CH2:18]=[CH:19][C:20]#[N:21].[CH3:14][C:15]#[N:16].[ClH:1].[K+:12].[K+:13].[NH:2]1[CH2:3][CH:4]([OH:7])[CH2:5][CH2:6]1.[OH2:17]>>[N:2]1([CH2:8][CH2:14][C:15]#[N:16])[CH2:3][CH:4]([OH:7])[CH2:5][CH2:6]1. Starting materials: CCOP(OCC)OCC, ClCCOCCl. Yields the product CCOP(=O)(COCCCl)OCC. As a reaction SMILES: [CH2:7]([CH3:8])[O:9][P:10]([O:11][CH2:12][CH3:13])[O:14][CH2:15][CH3:16].[Cl:1][CH2:2][CH2:3][O:4][CH2:5][Cl:6]>>[Cl:1][CH2:2][CH2:3][O:4][CH2:5][P:10]([O:9][CH2:7][CH3:8])([O:11][CH2:12][CH3:13])=[O:14]. Starting materials: O=C(O)CCCCCCCCCCCCCCCCBr, O=C1NC(=O)c2ccccc21, CN(C)C=O, Cl, [K], O. Yields the product O=C(O)CCCCCCCCCCCCCCCCN1C(=O)c2ccccc2C1=O. As a reaction SMILES: [Br:1][CH2:2][CH2:3][CH2:4][CH2:5][CH2:6][CH2:7][CH2:8][CH2:9][CH2:10][CH2:11][CH2:12][CH2:13][CH2:14][CH2:15][CH2:16][CH2:17][C:18](=[O:19])[OH:20].[C:21]1(=[O:31])[c:22]2[c:23]([cH:27][cH:28][cH:29][cH:30]2)[C:24](=[O:26])[NH:25]1.[CH3:35][N:36]([CH3:37])[CH:38]=[O:39].[ClH:34].[K:32].[OH2:33]>>[CH2:2]([CH2:3][CH2:4][CH2:5][CH2:6][CH2:7][CH2:8][CH2:9][CH2:10][CH2:11][CH2:12][CH2:13][CH2:14][CH2:15][CH2:16][CH2:17][C:18](=[O:19])[OH:20])[N:25]1[C:21](=[O:31])[c:22]2[c:23]([cH:27][cH:28][cH:29][cH:30]2)[C:24]1=[O:26]. Reactants: CCOC(=O)c1cc(N)cc(C2=C(c3cc(C(F)(F)F)ccc3OCc3ccccc3)CCC2)c1, [H-], CI, [Na+], CN(C)C=O, O. The product is CCOC(=O)c1cc(NC)cc(C2=C(c3cc(C(F)(F)F)ccc3OCc3ccccc3)CCC2)c1. As a reaction SMILES: [CH2:1]([CH3:2])[O:3][C:4]([c:5]1[cH:6][c:7]([NH2:34])[cH:8][c:9]([C:11]2=[C:12]([c:16]3[c:17]([O:26][CH2:27][c:28]4[cH:29][cH:30][cH:31][cH:32][cH:33]4)[cH:18][cH:19][c:20]([C:22]([F:23])([F:24])[F:25])[cH:21]3)[CH2:13][CH2:14][CH2:15]2)[cH:10]1)=[O:35].[H-:36].[I:38][CH3:39].[Na+:37].[O:41]=[CH:42][N:43]([CH3:44])[CH3:45].[OH2:40]>>[CH2:1]([CH3:2])[O:3][C:4]([c:5]1[cH:6][c:7]([NH:34][CH3:39])[cH:8][c:9]([C:11]2=[C:12]([c:16]3[c:17]([O:26][CH2:27][c:28]4[cH:29][cH:30][cH:31][cH:32][cH:33]4)[cH:18][cH:19][c:20]([C:22]([F:23])([F:24])[F:25])[cH:21]3)[CH2:13][CH2:14][CH2:15]2)[cH:10]1)=[O:35]. Starting materials: CO, COC(=O)C(=O)N1CCCC1, [Na+], C1CCOC1, [OH-]. Product: O=C(O)C(=O)N1CCCC1. Reaction SMILES: [CH3:12][OH:13].[CH3:1][O:2][C:3]([C:4]([N:5]1[CH2:6][CH2:7][CH2:8][CH2:9]1)=[O:10])=[O:11].[Na+:15].[O:16]1[CH2:17][CH2:18][CH2:19][CH2:20]1.[OH-:14]>>[O:2]=[C:3]([C:4]([N:5]1[CH2:6][CH2:7][CH2:8][CH2:9]1)=[O:10])[OH:11]. Yields the product [Br-].C(C1=CC=CC=C1)(=O)OCC[N+](C)(C)CCCCCCCCCCCCCCCCCC (N-(2-(Benzoyloxy)ethyl)-N,N-dimethyl-n-octadecylammonium bromide). Run in C(C)#N (acetonitrile). As a reaction SMILES: [C:1]([O:9][CH2:10][CH2:11][Br:12])(=[O:8])[C:2]1[CH:7]=[CH:6][CH:5]=[CH:4][CH:3]=1.[CH3:13][N:14]([CH2:16][CH2:17][CH2:18][CH2:19][CH2:20][CH2:21][CH2:22][CH2:23][CH2:24][CH2:25][CH2:26][CH2:27][CH2:28][CH2:29][CH2:30][CH2:31][CH2:32][CH3:33])[CH3:15]>C(#N)C>[Br-:12].[C:1]([O:9][CH2:10][CH2:11][N+:14]([CH2:16][CH2:17][CH2:18][CH2:19][CH2:20][CH2:21][CH2:22][CH2:23][CH2:24][CH2:25][CH2:26][CH2:27][CH2:28][CH2:29][CH2:30][CH2:31][CH2:32][CH3:33])([CH3:13])[CH3:15])(=[O:8])[C:2]1[CH:7]=[CH:6][CH:5]=[CH:4][CH:3]=1 |f:3.4|. Procedure details: A mixture of 45.0 g (0.1964 mol) of 2-bromoethyl benzoate and an equimolar amount of N,N-dimethyl-n-octadecylamine in 207 ml of acetonitrile was heated at reflux for 4.5 hours. The reaction mixture was then cooled. The solid was then collected, washed with ether, and dried to yield 76.7 g of the title compound; mp=87°-93° C. Reactants: C(C1=CC=CC=C1)(=O)OCCBr (2-bromoethyl benzoate), CN(C)CCCCCCCCCCCCCCCCCC (N,N-dimethyl-n-octadecylamine). Starting materials: OO (hydrogen peroxide), OC1CC(N(C(C1)(C)C)O)(C)C (4-hydroxy-1-oxyl-2,2,6,6-tetramethylpiperidine), O (water). Reagents/catalysts: O.O.O.O.O.S(=O)(=O)([O-])[O-].[Cu+2] (copper(II) sulfate pentahydrate). Run in C(C)(C)(C)O (tert-butyl alcohol), C(C)(C)(C)O (tert-butyl alcohol). Conditions: time 72 hour. The product is OC1CC(N(C(C1)(C)C)OCC(C)(C)O)(C)C (4-Hydroxy-1-(2-hydroxy-2-methylpropoxy)-2,2,6,6-tetramethylpiperidine). Isolated yield 9.0%. RXN SMILES: [OH:1][CH:2]1[CH2:7][C:6]([CH3:9])([CH3:8])[N:5]([OH:10])[C:4]([CH3:12])([CH3:11])[CH2:3]1.OO.[OH2:15]>C(O)(C)(C)C.O.O.O.O.O.S([O-])([O-])(=O)=O.[Cu+2]>[OH:1][CH:2]1[CH2:7][C:6]([CH3:8])([CH3:9])[N:5]([O:10][CH2:3][C:4]([OH:15])([CH3:12])[CH3:11])[C:4]([CH3:12])([CH3:11])[CH2:3]1 |f:4.5.6.7.8.9.10|. Reported procedure: A solution of 0.25 g (1.0 mmol) of copper(II) sulfate pentahydrate in 5 mL of water is added to a solution of 0.16 g (1.0 mmol) of 2,2'-dipyridyl in 120 mL of tert-butyl alcohol. To this solution is added 8.6 g (50 mmol) of 4-hydroxy-1-oxyl-2,2,6,6-tetramethylpiperidine. A solution of 13.6 g (200 mmol) of 50% aqueous hydrogen peroxide mixed with 13 mL of tert-butyl alcohol is added dropwise to the reaction mixture at 23-40° C. over three hours. The mixture is then stirred at ambient temperature ...